From a dataset of the Open Reaction Database (ORD), a public repository of structured organic reaction records. describe an organic reaction: reactants, conditions, products, and yield Reactants: ClC1=CC2=C(NC(OC2=O)=O)C=C1 (6-Chloro-1H-benzo[d][1,3]oxazine-2,4-dione), [H-].[Na+] (NaH), ice water, C(C1=CC=CC=C1)Br (benzyl bromide). Solvent: CN(C)C=O (DMF), CN(C)C=O (DMF). Reaction conditions: time 1 hour. Product: C(C1=CC=CC=C1)N1C(OC(C2=C1C=CC(=C2)Cl)=O)=O (1-Benzyl-6-chloro-1H-benzo[d][1,3]oxazine-2,4-dione). The yield is 90.4%. Reaction SMILES: [Cl:1][C:2]1[CH:13]=[CH:12][C:5]2[NH:6][C:7](=[O:11])[O:8][C:9](=[O:10])[C:4]=2[CH:3]=1.[H-].[Na+].[CH2:16](Br)[C:17]1[CH:22]=[CH:21][CH:20]=[CH:19][CH:18]=1>CN(C=O)C>[CH2:16]([N:6]1[C:5]2[CH:12]=[CH:13][C:2]([Cl:1])=[CH:3][C:4]=2[C:9](=[O:10])[O:8][C:7]1=[O:11])[C:17]1[CH:22]=[CH:21][CH:20]=[CH:19][CH:18]=1 |f:1.2|. Procedure details: A solution of Compound 58 (4.9 g, 25 mmol) in DMF was added slowly to a suspension of NaH (60% in mineral oil, 1.2 g, 30 mmol) in DMF and further stirred at room temperature for 1 h. Then, neat benzyl bromide (3.78 mL, 30 mmol) was added and the solution further stirred at room temperature for 3 h. The solution was poured into ice water and the solids formed were filtered, washed several times by water, and dried. The solids were suspended in hexane, sonicated briefly, filtered, and washed by he...